Dataset: the Open Reaction Database (ORD), a public repository of structured organic reaction records. Task: describe an organic reaction: reactants, conditions, products, and yield Reactants: C(C)OC(OCC)OCC (Triethoxymethane), FC(S(=O)(=O)[O-])(F)F.CC=1[Te]C2=C([N+]1C)C=C(C=C2)C (2,3,5-Trimethylbenzotellurazolium trifluoromethanesulfonate), C(C)OCC (diethyl ether). Run in C1=C(C=CC=C1O)C (m-cresol). Run at temperature 140 celsius. The product is FC(S(=O)(=O)[O-])(F)F.C(C)OC=CC=1[Te]C2=C([N+]1C)C=C(C=C2)C (2-(2-Ethoxyvinyl)-3,5-dimethylbenzotellurazolium Trifluoromethanesulfonate). Reaction SMILES: [F:1][C:2]([F:8])([F:7])[S:3]([O-:6])(=[O:5])=[O:4].[CH3:9][C:10]1[Te:11][C:12]2[CH:19]=[CH:18][C:17]([CH3:20])=[CH:16][C:13]=2[N+:14]=1[CH3:15].[CH2:21]([O:23][CH:24](OCC)OCC)[CH3:22].C(OCC)C>C1C(O)=CC=CC=1C>[F:1][C:2]([F:8])([F:7])[S:3]([O-:6])(=[O:5])=[O:4].[CH2:21]([O:23][CH:24]=[CH:9][C:10]1[Te:11][C:12]2[CH:19]=[CH:18][C:17]([CH3:20])=[CH:16][C:13]=2[N+:14]=1[CH3:15])[CH3:22] |f:0.1,5.6|. Reported procedure: 2,3,5-Trimethylbenzotellurazolium trifluoromethanesulfonate (Example 33) (0.84 g, 0.002 mole) was dissolved in m-cresol (1 ml). Triethoxymethane (0.89 g, 0.006 mole) was added, and the reaction mixture was heated in a 140° C. oil bath for five minutes. After cooling, diethyl ether (25 ml) was added with stirring. The solid was isolated by filtration, washed with diethyl ether, and dried at 40° C. under vacuum. Yield 0.85 g (89% of theory). The nuclear magnetic resonance spectra of the sample wer... Reaction SMILES: [CH2:42]1[O:43][CH2:44][CH2:45][CH2:46]1.[CH3:1][O:2][c:3]1[cH:4][cH:5][c:6]([C:19](=[O:20])[OH:21])[c:7]2[c:8]3[c:13]([n:14]([CH3:16])[c:15]12)[C:12](=[O:17])[N:11]([CH3:18])[CH2:10][CH2:9]3.[CH3:33][N:34]([c:35]1[cH:36][cH:37][n:38][cH:39][cH:40]1)[CH3:41].[N+:22](=[O:23])([O-:24])[c:25]1[cH:26][cH:27][c:28]([OH:31])[cH:29][cH:30]1.[OH2:32]>>[CH3:1][O:2][c:3]1[cH:4][cH:5][c:6]([C:19](=[O:20])[O:21][c:28]2[cH:27][cH:26][c:25]([N+:22](=[O:23])[O-:24])[cH:30][cH:29]2)[c:7]2[c:8]3[c:13]([n:14]([CH3:16])[c:15]12)[C:12](=[O:17])[N:11]([CH3:18])[CH2:10][CH2:9]3. Yields the product COc1ccc(C(=O)Oc2ccc([N+](=O)[O-])cc2)c2c3c(n(C)c12)C(=O)N(C)CC3. The reactants are C1CCOC1, COc1ccc(C(=O)O)c2c3c(n(C)c12)C(=O)N(C)CC3, CN(C)c1ccncc1, O=[N+]([O-])c1ccc(O)cc1, O. Starting materials: [Al+3], C1CCOC1, Cc1ccc(C#N)cc1Nc1nc2ccc(F)cc2c2c(=O)[nH]ccc12, [H-], [H-], [H-], [H-], [Li+]. Product: Cc1ccc(CN)cc1Nc1nc2ccc(F)cc2c2c(=O)[nH]ccc12. As a reaction SMILES: [Al+3:28].[CH2:33]1[O:34][CH2:35][CH2:36][CH2:37]1.[F:1][c:2]1[cH:3][c:4]2[c:5]([n:6][c:7]([NH:15][c:16]3[cH:17][c:18]([C:19]#[N:20])[cH:21][cH:22][c:23]3[CH3:24])[c:8]3[cH:9][cH:10][nH:11][c:12](=[O:14])[c:13]23)[cH:25][cH:26]1.[H-:27].[H-:30].[H-:31].[H-:32].[Li+:29]>>[F:1][c:2]1[cH:3][c:4]2[c:5]([n:6][c:7]([NH:15][c:16]3[cH:17][c:18]([CH2:19][NH2:20])[cH:21][cH:22][c:23]3[CH3:24])[c:8]3[cH:9][cH:10][nH:11][c:12](=[O:14])[c:13]23)[cH:25][cH:26]1.